Dataset: the Open Reaction Database (ORD), a public repository of structured organic reaction records. Task: describe an organic reaction: reactants, conditions, products, and yield Reactants: ClC1=[N+](C=CC(=C1)OCCOC)[O-] (2-Chloro-4-(2'-methoxyethoxy)-pyridine-1-oxide), [OH-].[Na+] (NaOH), Cl (HCl). The product is ON1C(C=C(C=C1)OCCOC)=O (1-hydroxy-4-(2'-methoxyethoxy)-pyrid-2-one). Yield: 29.0%. RXN SMILES: Cl[C:2]1[CH:7]=[C:6]([O:8][CH2:9][CH2:10][O:11][CH3:12])[CH:5]=[CH:4][N+:3]=1[O-:13].[OH-:14].[Na+].Cl>>[OH:13][N:3]1[CH:4]=[CH:5][C:6]([O:8][CH2:9][CH2:10][O:11][CH3:12])=[CH:7][C:2]1=[O:14] |f:1.2|. Procedure details: 2-Chloro-4-(2'-methoxyethoxy)-pyridine-1-oxide is treated with 10% w/v aqueous NaOH and the mixture is heated on a steam bath for 3 hours. The resulting solution is acidified to pH 2 with concentrated HCl, then reduced in volume by evaporating in vacuo and left to crystallise. The resultant white solid is recrystallised from ethanol to give 1-hydroxy-4-(2'-methoxyethoxy)-pyrid-2-one (0.58 g, 29%), m.p. 134° C., δ(CDCl3) 3.42 (s, 3H), 3.7 (t, 1H), 4.08 (t, 1H), 6.05 (d, 1H), 6.05 (q, 1H), 7.62 (t... Starting materials: CN(C(OC(C)(C)C)=O)CC(=O)NCCCNC=1N=C(C2=C(N1)C=CNC2=O)NC2=CC(=CC=C2)C (1,1-dimethylethyl methyl(2-{[3-({4[(3-methylphenyl)amino]-5-oxo-5,6-dihydropyrido[4,3-d]pyrimidin-2-yl}amino)propyl]amino}-2-oxoethyl)carbamate), C(=O)(C(F)(F)F)O (TFA). Run in ClCCl (Dichloromethane). Reaction conditions: time 1.5 hour. Yields the product CNCC(=O)NCCCNC=1N=C(C2=C(N1)C=CNC2=O)NC2=CC(=CC=C2)C (N2-methyl-N1-[3-({4-[(3-methylphenyl)amino]-5-oxo-5,6-dihydropyrido[4,3-d]pyrimidin-2-yl}amino)propyl]glycinamide). The yield is 124.4%. RXN SMILES: [CH3:1][N:2]([CH2:10][C:11]([NH:13][CH2:14][CH2:15][CH2:16][NH:17][C:18]1[N:19]=[C:20]([NH:29][C:30]2[CH:35]=[CH:34][CH:33]=[C:32]([CH3:36])[CH:31]=2)[C:21]2[C:27](=[O:28])[NH:26][CH:25]=[CH:24][C:22]=2[N:23]=1)=[O:12])C(=O)OC(C)(C)C.C(O)(C(F)(F)F)=O>ClCCl>[CH3:1][NH:2][CH2:10][C:11]([NH:13][CH2:14][CH2:15][CH2:16][NH:17][C:18]1[N:19]=[C:20]([NH:29][C:30]2[CH:35]=[CH:34][CH:33]=[C:32]([CH3:36])[CH:31]=2)[C:21]2[C:27](=[O:28])[NH:26][CH:25]=[CH:24][C:22]=2[N:23]=1)=[O:12]. Procedure details: To a solution of 1,1-dimethylethyl methyl(2-{[3-({4[(3-methylphenyl)amino]-5-oxo-5,6-dihydropyrido[4,3-d]pyrimidin-2-yl}amino)propyl]amino}-2-oxoethyl)carbamate (30 mg, 0.061 mmol) in Dichloromethane (DCM) (1 mL) was added TFA (0.5 mL, 6.49 mmol), and the reaction mixture was stirred for 1.5 h. It was concentrated and the residue was further dried under high vacuum to give 30 mg of pure product. Isolated yield 23.0%. As a reaction SMILES: [CH3:1][C:2]1([CH3:14])[CH2:8][C:7](=S)[NH:6][C:5]2[CH:10]=[CH:11][CH:12]=[CH:13][C:4]=2[NH:3]1.[C:15]([NH:18][NH2:19])(=O)[CH3:16]>C(O)CCC>[CH3:16][C:15]1[N:6]2[C:5]3[CH:10]=[CH:11][CH:12]=[CH:13][C:4]=3[NH:3][C:2]([CH3:14])([CH3:1])[CH2:8][C:7]2=[N:19][N:18]=1. Yields the product CC1=NN=C2N1C1=C(NC(C2)(C)C)C=CC=C1 (1,5,5-trimethyl-5,6-dihydro-4H-benzo[b][1,2,4]triazolo[4,3-d][1,4]diazepine). Procedure: A disposable tube was charged with 4,4-dimethyl-4,5-dihydro-1H-benzo[b][1,4]diazepine-2(3H)-thione (600 mg, 2.91 mmol) and a stirbar. nBuOH (30 mL) was added, followed by acetohydrazide (431 mg, 5.82 mmol), and the solution was stirred at 130° C. overnight. The solution was concentrated with celite and purified by silica gel chromatography (eluting with methylene chloride/methanol/ammonium hydroxide) to yield 1,5,5-trimethyl-5,6-dihydro-4H-benzo[b][1,2,4]triazolo[4,3-d][1,4]diazepine as an off-w... The solvent is C(CCC)O (nBuOH). Run at temperature 130 celsius, time 8 hour. Reactants: CC1(NC2=C(NC(C1)=S)C=CC=C2)C (4,4-dimethyl-4,5-dihydro-1H-benzo[b][1,4]diazepine-2(3H)-thione), C(C)(=O)NN (acetohydrazide). The reactants are BrC1=CC=C(C(C(=O)O)=C1)O (5-bromosalicylic acid), ClC=1C=C(N)C=C(C1O)Cl (3,5-dichloro-4-hydroxyaniline), raw materials. Yields the product BrC=1C=CC(=C(C(=O)NC2=CC(=C(C(=C2)Cl)O)Cl)C1)O (5-Bromo-2-hydroxy-N-(3,5-dichloro-4-hydroxyphenyl)benzamide). Reaction SMILES: [Br:1][C:2]1[CH:10]=[C:6]([C:7]([OH:9])=O)[C:5]([OH:11])=[CH:4][CH:3]=1.[Cl:12][C:13]1[CH:14]=[C:15]([CH:17]=[C:18]([Cl:21])[C:19]=1[OH:20])[NH2:16]>>[Br:1][C:2]1[CH:3]=[CH:4][C:5]([OH:11])=[C:6]([CH:10]=1)[C:7]([NH:16][C:15]1[CH:14]=[C:13]([Cl:12])[C:19]([OH:20])=[C:18]([Cl:21])[CH:17]=1)=[O:9]. Procedure: Using 5-bromosalicylic acid and 3,5-dichloro-4-hydroxyaniline as the raw materials, the same operation as the example 16 gave the title compound. 22.5%). Starting materials: CCc1nc2c(Cl)c(C#N)ccc2n1CC(=O)OC(C)(C)C, ClCCl, O=C(O)C(F)(F)F. The product is CCc1nc2c(Cl)c(C#N)ccc2n1CC(=O)O. Reaction SMILES: [Cl:1][c:2]1[c:3]([C:21]#[N:22])[cH:4][cH:5][c:6]2[n:7]([CH2:13][C:14](=[O:15])[O:16][C:17]([CH3:18])([CH3:19])[CH3:20])[c:8]([CH2:11][CH3:12])[n:9][c:10]12.[Cl:23][CH2:24][Cl:25].[F:26][C:27]([F:28])([F:29])[C:30]([OH:31])=[O:32]>>[Cl:1][c:2]1[c:3]([C:21]#[N:22])[cH:4][cH:5][c:6]2[n:7]([CH2:13][C:14](=[O:15])[OH:16])[c:8]([CH2:11][CH3:12])[n:9][c:10]12. Starting materials: FC=1C=C(C=C(C1)F)C(CC1=CC=CC=C1)=O (1-(3,5-difluorophenyl)-2-phenylethanone), FC=1C=C(C=C(C1)F)C(CC1=CC=CC=C1)=O (1-(3,5-difluorophenyl)-2-phenylethanone), C(C)OC=1C=C(C=O)C=C(C1O)[N+](=O)[O-] (3-ethoxy-4-hydroxy-5-nitrobenzaldehyde), NC(=O)N (urea), Cl (HCl). Solvent: C(C)O (ethanol). Product: FC=1C=C(C=C(C1)F)C1=C(C(NC(N1)=O)C1=CC(=C(C(=C1)[N+](=O)[O-])O)OCC)C1=CC=CC=C1 (6-(3,5-difluorophenyl)-4-(3-ethoxy-4-hydroxy-5-nitrophenyl)-5-phenyl-3,4-dihydropyrimidin-2(1H)-one). Isolated yield 19.9%. RXN SMILES: [F:1][C:2]1[CH:3]=[C:4]([C:9](=O)[CH2:10][C:11]2[CH:16]=[CH:15][CH:14]=[CH:13][CH:12]=2)[CH:5]=[C:6]([F:8])[CH:7]=1.[CH2:18]([O:20][C:21]1[CH:22]=[C:23]([CH:26]=[C:27]([N+:30]([O-:32])=[O:31])[C:28]=1[OH:29])[CH:24]=O)[CH3:19].[NH2:33][C:34]([NH2:36])=[O:35].Cl>C(O)C>[F:1][C:2]1[CH:3]=[C:4]([C:9]2[NH:36][C:34](=[O:35])[NH:33][CH:24]([C:23]3[CH:26]=[C:27]([N+:30]([O-:32])=[O:31])[C:28]([OH:29])=[C:21]([O:20][CH2:18][CH3:19])[CH:22]=3)[C:10]=2[C:11]2[CH:16]=[CH:15][CH:14]=[CH:13][CH:12]=2)[CH:5]=[C:6]([F:8])[CH:7]=1. Procedure: To a solution of 1-(3,5-difluorophenyl)-2-phenylethanone (Intermediate 18) (100 mg, 0.43 mmol), 3-ethoxy-4-hydroxy-5-nitrobenzaldehyde (84.9 mg, 0.43 mmol), and urea (78.6 mg, 1.29 mmol) in 5 mL of ethanol was added 0.2 mL of concentrated HCl, and the mixture was refluxed for 2 days. After the solvent was removed under reduced pressure, the residue was purified by reverse-phase preparatory HPLC (26-53% acetonitrile+0.1% trifluoroacetic acid in water+0.1% trifluoroacetic acid, over 15 min.) to gi... Starting materials: ClC1=CC=2C(=NCC=3N(C2S1)C(=NN3)C(C)O)C3=C(C=CC=C3)Cl (2-chloro-4-(o-chlorophenyl)-9-(α-hydroxyethyl)-6H-thieno[3,2-f]-s-triazolo[4,3-a][1,4]diazepine). The solvent is C1(=CC=CC=C1)C (toluene), graphite. Yields the product C(C)(=O)C1=NN=C2N1C1=C(C(=NC2)C2=C(C=CC=C2)Cl)C=C(S1)Cl (9-acetyl-2-chloro-4-(o-chlorophenyl)-6H-thieno[3,2-f]-s-triazolo[4,3-a][1,4]diazepine). Reaction SMILES: [Cl:1][C:2]1[S:11][C:10]2[N:9]3[C:12]([CH:15]([OH:17])[CH3:16])=[N:13][N:14]=[C:8]3[CH2:7][N:6]=[C:5]([C:18]3[CH:23]=[CH:22][CH:21]=[CH:20][C:19]=3[Cl:24])[C:4]=2[CH:3]=1>C1(C)C=CC=CC=1>[C:15]([C:12]1[N:9]2[C:10]3[S:11][C:2]([Cl:1])=[CH:3][C:4]=3[C:5]([C:18]3[CH:23]=[CH:22][CH:21]=[CH:20][C:19]=3[Cl:24])=[N:6][CH2:7][C:8]2=[N:14][N:13]=1)(=[O:17])[CH3:16]. Reported procedure: 0.4 g of 2-chloro-4-(o-chlorophenyl)-9-(α-hydroxyethyl)-6H-thieno[3,2-f]-s-triazolo[4,3-a][1,4]diazepine are boiled under reflux for 48 hours in 80 ml of dry toluene with 0.6 g of chromtrioxide embedded in graphite. The solid material is filtered off and the solution evaporated. The residue is recrystallized from ethanol, there being obtained 9-acetyl-2-chloro-4-(o-chlorophenyl)-6H-thieno[3,2-f]-s-triazolo[4,3-a][1,4]diazepine of melting point 89°-91° C. The reactants are CCc1nc2ncnc(N3CCN(C(=O)Cc4ccccc4)CC3)c2[nH]1, CCc1nc(N2CCN(C(=O)OC(C)(C)C)CC2)c2cc(CC)sc2n1. Product: CCc1nc(N2CCN(C(=O)Cc3ccccc3)CC2)c2cc(CC)sc2n1. As a reaction SMILES: [CH2:1]([c:2]1[nH:3][c:4]2[c:5]([n:6][cH:7][n:8][c:9]2[N:10]2[CH2:11][CH2:12][N:13]([C:14](=[O:15])[CH2:19][c:20]3[cH:21][cH:22][cH:23][cH:24][cH:25]3)[CH2:16][CH2:17]2)[n:18]1)[CH3:26].[CH2:27]([CH3:28])[c:29]1[n:30][c:31]2[c:32]([c:33]([N:35]3[CH2:36][CH2:37][N:38]([C:41](=[O:42])[O:43][C:44]([CH3:45])([CH3:46])[CH3:47])[CH2:39][CH2:40]3)[n:34]1)[cH:48][c:49]([CH2:51][CH3:52])[s:50]2>>[CH2:19]([c:20]1[cH:21][cH:22][cH:23][cH:24][cH:25]1)[C:41]([N:38]1[CH2:37][CH2:36][N:35]([c:33]2[c:32]3[c:31]([n:30][c:29]([CH2:27][CH3:28])[n:34]2)[s:50][c:49]([CH2:51][CH3:52])[cH:48]3)[CH2:40][CH2:39]1)=[O:42].